This data is from the Open Reaction Database (ORD), a public repository of structured organic reaction records. The task is: describe an organic reaction: reactants, conditions, products, and yield The reactants are Cc1ccccc1, O=C(c1cccs1)c1cc2c(c(Cl)c1Cl)OC(C(=O)O)C2, O, [Zn]. The product is O=C(O)C1Cc2cc(Cc3cccs3)c(Cl)c(Cl)c2O1. Reaction SMILES: [CH3:23][c:24]1[cH:25][cH:26][cH:27][cH:28][cH:29]1.[Cl:1][c:2]1[c:3]([Cl:21])[c:4]2[c:5]([cH:12][c:13]1[C:14](=[O:15])[c:16]1[s:17][cH:18][cH:19][cH:20]1)[CH2:6][CH:7]([C:9](=[O:10])[OH:11])[O:8]2.[OH2:22].[Zn:30]>>[Cl:1][c:2]1[c:3]([Cl:21])[c:4]2[c:5]([cH:12][c:13]1[CH2:14][c:16]1[s:17][cH:18][cH:19][cH:20]1)[CH2:6][CH:7]([C:9](=[O:10])[OH:11])[O:8]2. Reactants: COC(C1=CC(=C(C=C1)O)Cl)=O (3-chloro-4-(hydroxy)benzoic acid methyl ester), BrCCCCCCCCCCCCCC (1-bromotetradecane), C([O-])([O-])=O.[K+].[K+] (potassium carbonate). Run in CC(=O)C (acetone). The product is COC(C1=CC(=C(C=C1)OCCCCCCCCCCCCCC)Cl)=O (3-Chloro-4-(tetradecyloxy)benzoic acid methyl ester). Isolated yield 96.0%. RXN SMILES: [CH3:1][O:2][C:3](=[O:12])[C:4]1[CH:9]=[CH:8][C:7]([OH:10])=[C:6]([Cl:11])[CH:5]=1.Br[CH2:14][CH2:15][CH2:16][CH2:17][CH2:18][CH2:19][CH2:20][CH2:21][CH2:22][CH2:23][CH2:24][CH2:25][CH2:26][CH3:27].C(=O)([O-])[O-].[K+].[K+]>CC(C)=O>[CH3:1][O:2][C:3](=[O:12])[C:4]1[CH:9]=[CH:8][C:7]([O:10][CH2:27][CH2:26][CH2:25][CH2:24][CH2:23][CH2:22][CH2:21][CH2:20][CH2:19][CH2:18][CH2:17][CH2:16][CH2:15][CH3:14])=[C:6]([Cl:11])[CH:5]=1 |f:2.3.4|. Reported procedure: A mixture of 100.0 g of 3-chloro-4-(hydroxy)benzoic acid methyl ester, 148.6 g of 1-bromotetradecane, 170.4 g of potassium carbonate and 1 L of acetone is heated at reflux temperature for 40.5 hours. The cooled reaction is filtered, concentrated in vacuo and purified by column chromatography (silica gel:0-2% ethyl acetate/hexane) to give 197.1 g of the desired product as colorless crystals. The product is CC(C)(O)CN1CCN(c2ccc(-c3nc(-c4ccc(Cl)c(Cl)c4)c[nH]3)cn2)CC1. RXN SMILES: [CH3:38][CH2:39][OH:40].[Cl:1][c:2]1[cH:3][c:4](-[c:9]2[n:10][c:11](-[c:14]3[cH:15][cH:16][c:17]([N:20]4[CH2:21][CH2:22][NH:23][CH2:24][CH2:25]4)[n:18][cH:19]3)[nH:12][cH:13]2)[cH:5][cH:6][c:7]1[Cl:8].[Cl:32][CH2:33][C:34]([CH3:35])([OH:36])[CH3:37].[Na+:26].[Na+:27].[O-:28][C:29](=[O:30])[O-:31]>>[Cl:1][c:2]1[cH:3][c:4](-[c:9]2[n:10][c:11](-[c:14]3[cH:15][cH:16][c:17]([N:20]4[CH2:21][CH2:22][N:23]([CH2:33][C:34]([CH3:35])([OH:36])[CH3:37])[CH2:24][CH2:25]4)[n:18][cH:19]3)[nH:12][cH:13]2)[cH:5][cH:6][c:7]1[Cl:8]. Starting materials: CCO, Clc1ccc(-c2c[nH]c(-c3ccc(N4CCNCC4)nc3)n2)cc1Cl, CC(C)(O)CCl, [Na+], [Na+], O=C([O-])[O-]. The reactants are poly(4-VP), poly(4-vinylpyridine) methanol, C=CC1=CC=CC=C1 (styrene), polymer, S(=O)(=O)([O-])OOS(=O)(=O)[O-].[K+].[K+] (potassium persulfate), polystyrene. The solvent is [OH-].[K+] (potassium hydroxide). Run at temperature 65 celsius. Yields the product C=CC1=CC=C(C=C1)O (4-VP). RXN SMILES: S(OOS([O-])(=O)=O)([O-])(=O)=[O:2].[K+].[K+].[CH2:13]=[CH:14][C:15]1[CH:20]=[CH:19][CH:18]=[CH:17][CH:16]=1>[OH-].[K+]>[CH2:13]=[CH:14][C:15]1[CH:20]=[CH:19][C:18]([OH:2])=[CH:17][CH:16]=1 |f:0.1.2,4.5|. Procedure: 50.0 g of 20 percent poly(4-vinylpyridine) methanol solution from Ex. 1 (˜10.0 g of polymer) was placed in a 500 ml single neck flask and stripped of solvent on a rotary evaporator. To the dried polymer was then added 110 g of RO water and 10.0 g of con. hydrochloric acid. The mixture was stirred until a uniform pale yellow aqueous solution was obtained. This solution was then charged into a 500 ml three-necked round bottom flask equipped with a mechanical paddle stirrer, a nitrogen inlet, a pot... Reactants: ClCC#CCC#CCCCCCCCC (1-chloro-2,5-tetradecadiyne), solution, C[O-].[Na+] (sodium methoxide), SCCO (2-mercaptoethanol), O (water). The solvent is CO (methanol), CO (methanol), CO (methanol). Conditions: time 30 minute. Yields the product C(CSCC#CCC#CCCCCCCCC)O (3-Thia-5,8-heptadecadiyn-1-ol). Yield: 61.0%. RXN SMILES: C[O-].[Na+].[SH:4][CH2:5][CH2:6][OH:7].Cl[CH2:9][C:10]#[C:11][CH2:12][C:13]#[C:14][CH2:15][CH2:16][CH2:17][CH2:18][CH2:19][CH2:20][CH2:21][CH3:22].O>CO>[CH2:6]([OH:7])[CH2:5][S:4][CH2:9][C:10]#[C:11][CH2:12][C:13]#[C:14][CH2:15][CH2:16][CH2:17][CH2:18][CH2:19][CH2:20][CH2:21][CH3:22] |f:0.1|. Procedure details: 1.06 ml of a 30% solution of sodium methoxide in methanol were added dropwise, at room temperature, to a solution of 374 μl of 2-mercaptoethanol in 5 ml of anhydrous methanol, under an inert atmosphere. The mixture was maintained under stirring for 30 min and then added to a solution of 1.2 g of 1-chloro-2,5-tetradecadiyne in 6 ml of methanol, under an inert atmosphere. The mixture was maintained under stirring for 15 hours at room temperature and then the reaction medium was poured over 100 ml ...